Dataset: the Open Reaction Database (ORD), a public repository of structured organic reaction records. Task: describe an organic reaction: reactants, conditions, products, and yield Starting materials: C12(CC3CC(CC(C1)C3)C2)C(=O)Cl (adamantane carboxylic acid chloride), COC1=CC(=CC=C1)N (m-anisidine). The solvent is C(C)N(CC)CC (triethylamine). Yields the product COC=1C=C(C=CC1)NC(=O)C12CC3CC(CC(C1)C3)C2 (N-(3-Methoxyphenyl)-1-adamantanecarboxamide). RXN SMILES: [C:1]12([C:11](Cl)=[O:12])[CH2:10][CH:5]3[CH2:6][CH:7]([CH2:9][CH:3]([CH2:4]3)[CH2:2]1)[CH2:8]2.[CH3:14][O:15][C:16]1[CH:21]=[CH:20][CH:19]=[C:18]([NH2:22])[CH:17]=1>C(N(CC)CC)C>[CH3:14][O:15][C:16]1[CH:17]=[C:18]([NH:22][C:11]([C:1]23[CH2:10][CH:5]4[CH2:6][CH:7]([CH2:9][CH:3]([CH2:4]4)[CH2:2]2)[CH2:8]3)=[O:12])[CH:19]=[CH:20][CH:21]=1. Procedure: Subject 6.5 g. of adamantane carboxylic acid chloride, 4.0 g. of m-anisidine and 10.0 ml. of triethylamine to the process of Example 14 and obtain thereby the title product, m.p. 172°-174° C. Reactants: C1(=CC=CC=2CCCCC12)O (5,6,7,8-tetrahydronaphthol), S(=O)(=O)(Cl)Cl (sulfuryl chloride). The solvent is C(Cl)(Cl)(Cl)Cl (carbon tetrachloride). Run at time 1 hour. Product: ClC1=CC=C(C=2CCCCC12)O (4-Chloro-5,6,7,8-tetrahydro-1-naphthol). The yield is 17.5%. RXN SMILES: [C:1]1([OH:11])[C:10]2[CH2:9][CH2:8][CH2:7][CH2:6][C:5]=2[CH:4]=[CH:3][CH:2]=1.S(Cl)([Cl:15])(=O)=O>C(Cl)(Cl)(Cl)Cl>[Cl:15][C:4]1[C:5]2[CH2:6][CH2:7][CH2:8][CH2:9][C:10]=2[C:1]([OH:11])=[CH:2][CH:3]=1. Reported procedure: A solution of 37 grams (0.25 mole) of 5,6,7,8-tetrahydronaphthol in 200 ml of carbon tetrachloride was treated dropwise with stirring with 33.8 grams (0.25 mole) of sulfuryl chloride at room temperature. When addition was complete the reaction mixture slowly brought to boiling over a 1 hour period and held there at reflux for 30 minutes. After cooling to ambient temperature the reaction mixture was washed with 10 percent aqueous sodium carbonate and then with water. After drying over calcium chl... Reactants: COC=1C=C(C(=O)N2CCN(CC2)C(=O)OC(C)(C)C)C=CC1[N+](=O)[O-] (tert-butyl 4-(3-methoxy-4-nitrobenzoyl)piperazine-1-carboxylate). The reagents and catalysts are [Ni] (Ni). The solvent is CO (methanol). Conditions: time 14 hour. Product: NC1=C(C=C(C(=O)N2CCN(CC2)C(=O)OC(C)(C)C)C=C1)OC (tert-butyl 4-(4-amino-3-methoxybenzoyl)piperazine-1-carboxylate). RXN SMILES: [CH3:1][O:2][C:3]1[CH:4]=[C:5]([CH:21]=[CH:22][C:23]=1[N+:24]([O-])=O)[C:6]([N:8]1[CH2:13][CH2:12][N:11]([C:14]([O:16][C:17]([CH3:20])([CH3:19])[CH3:18])=[O:15])[CH2:10][CH2:9]1)=[O:7]>CO.[Ni]>[NH2:24][C:23]1[CH:22]=[CH:21][C:5]([C:6]([N:8]2[CH2:13][CH2:12][N:11]([C:14]([O:16][C:17]([CH3:18])([CH3:19])[CH3:20])=[O:15])[CH2:10][CH2:9]2)=[O:7])=[CH:4][C:3]=1[O:2][CH3:1]. Procedure details: To a solution of the product of Example 39B (3 g, 11 mmol) in methanol (100 mL) was added Raney Ni (300 mg) and the mixture was stirred under hydrogen for 14 hours. The catalyst was filtered off and the filtrate was concentrated and purified by flash chromatography on silica gel (200-300 mesh) eluting with 100/1 dichloromethane/methanol to provide the title compound. MS: 336 (M+H+). Starting materials: COCOC=1C(=NC=CC1)C(O)C1=CC=C(C=C1)[N+](=O)[O-] ((3-methoxymethoxypyridin-2-yl)-(4-nitrophenyl)methanol). The reagents and catalysts are [Pd] (Pd—C). Solvent: C(C)O (ethanol). Run at time 24 hour. Yields the product NC1=CC=C(CC2=NC=CC=C2OCOC)C=C1 (2-(4-aminobenzyl)-3-methoxymethoxypyridine). Yield: 29.5%. Reaction SMILES: [CH3:1][O:2][CH2:3][O:4][C:5]1[C:6]([CH:11]([C:13]2[CH:18]=[CH:17][C:16]([N+:19]([O-])=O)=[CH:15][CH:14]=2)O)=[N:7][CH:8]=[CH:9][CH:10]=1>C(O)C.[Pd]>[NH2:19][C:16]1[CH:15]=[CH:14][C:13]([CH2:11][C:6]2[C:5]([O:4][CH2:3][O:2][CH3:1])=[CH:10][CH:9]=[CH:8][N:7]=2)=[CH:18][CH:17]=1. Procedure: A mixture of (3-methoxymethoxypyridin-2-yl)-(4-nitrophenyl)methanol (11.78 g) and 10% Pd—C (1.2 g) in ethanol (100 ml) was vigorously stirred under hydrogen atmosphere for 24 hours. The catalyst was filtered of, and the filtrate was concentrated under reduced pressure. The residue was separated and purified with column chromatography (ethyl acetate/hexane=1:1→2:1) to give 2-(4-aminobenzyl)-3-methoxymethoxypyridine (2.92 g) as orange oil.